This data is from the Open Reaction Database (ORD), a public repository of structured organic reaction records. The task is: describe an organic reaction: reactants, conditions, products, and yield Starting materials: CCCCCC(=O)Cl, CN(C)c1ccncc1, NS(=O)(=O)c1ccccc1NC(=O)c1cccc(OCc2ccc([N+](=O)[O-])cc2)c1, C1CCOC1. The product is CCCCCC(=O)NS(=O)(=O)c1ccccc1NC(=O)c1cccc(OCc2ccc([N+](=O)[O-])cc2)c1. As a reaction SMILES: [C:1]([CH2:2][CH2:3][CH2:4][CH2:5][CH3:6])(=[O:7])[Cl:8].[CH3:39][N:40]([CH3:41])[c:42]1[cH:43][cH:44][n:45][cH:46][cH:47]1.[N+:9](=[O:10])([O-:11])[c:12]1[cH:13][cH:14][c:15]([CH2:16][O:17][c:18]2[cH:19][c:20]([C:21](=[O:22])[NH:23][c:24]3[c:25]([S:30]([NH2:31])(=[O:32])=[O:33])[cH:26][cH:27][cH:28][cH:29]3)[cH:34][cH:35][cH:36]2)[cH:37][cH:38]1.[O:48]1[CH2:49][CH2:50][CH2:51][CH2:52]1>>[C:1]([CH2:2][CH2:3][CH2:4][CH2:5][CH3:6])(=[O:7])[NH:31][S:30]([c:25]1[c:24]([NH:23][C:21]([c:20]2[cH:19][c:18]([O:17][CH2:16][c:15]3[cH:14][cH:13][c:12]([N+:9](=[O:10])[O-:11])[cH:38][cH:37]3)[cH:36][cH:35][cH:34]2)=[O:22])[cH:29][cH:28][cH:27][cH:26]1)(=[O:32])=[O:33].